describe an organic reaction: reactants, conditions, products, and yield From a dataset of the Open Reaction Database (ORD), a public repository of structured organic reaction records. Starting materials: [N+](=[N-])=C (diazomethane), C(C)OCC (diethylether), CC[C@@H]1[C@@]([C@@H]([C@H](C(=O)[C@@H](C[C@@]([C@@H]([C@H]([C@@H]([C@H](C(=O)O1)C)O[C@H]2C[C@@]([C@H]([C@@H](O2)C)O)(C)OC)C)O[C@H]3[C@@H]([C@H](C[C@H](O3)C)N(C)C)O)(C)OC)C)C)O)(C)O (Clarithromycin), Cl[Sn]Cl (SnCl2). Solvent: CN(C)C=O (DMF), C(=O)(O)[O-].[Na+] (NaHCO3). Run at time 1 hour. Yields the product CC[C@@H]1[C@]([C@@H]([C@H](C(=O)[C@@H](C[C@@]([C@@H]([C@H]([C@@H]([C@H](C(=O)O1)C)O[C@H]2C[C@@]([C@H]([C@@H](O2)C)O)(C)OC)C)O[C@H]3[C@@H]([C@H](C[C@H](O3)C)N(C)C)O)(C)OC)C)C)OC)(C)O (11-O-METHYL-CLARITHROMYCIN). Reaction SMILES: [CH3:1][CH2:2][C@H:3]1[O:18][C:16](=[O:17])[C@H:15]([CH3:19])[C@@H:14]([O:20][C@@H:21]2[O:26][C@@H:25]([CH3:27])[C@H:24]([OH:28])[C@@:23]([O:30][CH3:31])([CH3:29])[CH2:22]2)[C@H:13]([CH3:32])[C@@H:12]([O:33][C@@H:34]2[O:39][C@H:38]([CH3:40])[CH2:37][C@H:36]([N:41]([CH3:43])[CH3:42])[C@H:35]2[OH:44])[C@@:11]([O:46][CH3:47])([CH3:45])[CH2:10][C@@H:9]([CH3:48])[C:7](=[O:8])[C@H:6]([CH3:49])[C@@H:5]([OH:50])[C@@:4]1([OH:52])[CH3:51].Cl[Sn]Cl.[N+](=[CH2:58])=[N-].C(OCC)C>CN(C=O)C.C([O-])(O)=O.[Na+]>[CH3:1][CH2:2][C@H:3]1[O:18][C:16](=[O:17])[C@H:15]([CH3:19])[C@@H:14]([O:20][C@@H:21]2[O:26][C@@H:25]([CH3:27])[C@H:24]([OH:28])[C@@:23]([O:30][CH3:31])([CH3:29])[CH2:22]2)[C@H:13]([CH3:32])[C@@H:12]([O:33][C@@H:34]2[O:39][C@H:38]([CH3:40])[CH2:37][C@H:36]([N:41]([CH3:42])[CH3:43])[C@H:35]2[OH:44])[C@@:11]([O:46][CH3:47])([CH3:45])[CH2:10][C@@H:9]([CH3:48])[C:7](=[O:8])[C@H:6]([CH3:49])[C@@H:5]([O:50][CH3:58])[C@:4]1([OH:52])[CH3:51] |f:5.6|. Procedure details: Clarithromycin (J. Antibiot. 43 (1990) 544-549) (1.00 g, 1.34 mmol) and SnCl2 2H2O (0.307 g, 1.36 mmol) were dissolved in DMF (10 mL) and stirred at RT for 1 hour. A solution of diazomethane in diethylether prepared by Method B (cca 6 mmol) was added and the resulting mixture was stirred at RT for 4 hours. The mixture was diluted with aq. NaHCO3 (50 mL) and extracted with ethyl-acetate (3×30 mL). The organic layer was dried over Na2SO4, and concentrated to afford a mixture of the title and start... Reactants: ClCCCC(=O)Cl (4-chlorobutyryl chloride), N1=CC=CC2=C1NC1=C(C(N2)=O)C=CC=C1 (5,11-dihydro-6H-pyrido-[2,3-b][1,4]-benzodiazepine-6-one). Run in C=1(C(=CC=CC1)C)C (xylene). The product is ClCCCC(=O)N1C2=C(NC(C3=C1C=CC=C3)=O)C=CC=N2 (11-(4-chlorobutyryl)-5,11-dihydro-6H-pyrido-[2,3-b][1,4]-benzodiazepine-6-one). Reaction SMILES: [Cl:1][CH2:2][CH2:3][CH2:4][C:5](Cl)=[O:6].[N:8]1[C:13]2[NH:14][C:15]3[CH:23]=[CH:22][CH:21]=[CH:20][C:16]=3[C:17](=[O:19])[NH:18][C:12]=2[CH:11]=[CH:10][CH:9]=1>C1(C)C(C)=CC=CC=1>[Cl:1][CH2:2][CH2:3][CH2:4][C:5]([N:14]1[C:15]2[CH:23]=[CH:22][CH:21]=[CH:20][C:16]=2[C:17](=[O:19])[NH:18][C:12]2[CH:11]=[CH:10][CH:9]=[N:8][C:13]1=2)=[O:6]. Procedure details: A solution of 4-chlorobutyryl chloride and 5,11-dihydro-6H-pyrido-[2,3-b][1,4]-benzodiazepine-6-one in xylene was reacted to obtain 11-(4-chlorobutyryl)-5,11-dihydro-6H-pyrido-[2,3-b][1,4]-benzodiazepine-6-one which after crystallization from ethyl acetate melted at 205°-207° C. Reaction SMILES: [CH2:1]([c:2]1[cH:3][cH:4][cH:5][cH:6][cH:7]1)[O:8][C:9](=[O:10])[NH:11][c:12]1[cH:13][cH:14][c:15]([CH:18]2[CH2:19][CH2:20][CH:21]([CH2:24][C:25](=[O:26])[O:27][CH3:28])[CH2:22][CH2:23]2)[cH:16][cH:17]1.[CH2:31]1[O:32][CH2:33][CH2:34][CH2:35]1.[CH3:36][OH:37].[Li+:29].[OH-:30]>>[CH2:1]([c:2]1[cH:3][cH:4][cH:5][cH:6][cH:7]1)[O:8][C:9](=[O:10])[NH:11][c:12]1[cH:13][cH:14][c:15]([CH:18]2[CH2:19][CH2:20][CH:21]([CH2:24][C:25](=[O:26])[OH:27])[CH2:22][CH2:23]2)[cH:16][cH:17]1. The reactants are COC(=O)CC1CCC(c2ccc(NC(=O)OCc3ccccc3)cc2)CC1, C1CCOC1, CO, [Li+], [OH-]. The product is O=C(O)CC1CCC(c2ccc(NC(=O)OCc3ccccc3)cc2)CC1. The product is CC(C)(C)NC(CC=1C(=CC=C(C1)C=1OC=CN1)C1=C(C=CC=C1)S(=O)(=O)NC1=C(C(=NO1)C)C)=O (N-(1,1-Dimethylethyl)-2'-[[(3,4-dimethyl-5-isoxazolyl)amino]-sulfonyl]-4-(2-oxazolyl)[1,1'-biphenyl]-2-acetamide). RXN SMILES: [CH3:1][C:2]([NH:5][C:6](=[O:42])[CH2:7][C:8]1[C:9]([C:19]2[CH:24]=[CH:23][CH:22]=[CH:21][C:20]=2[S:25]([N:28]([C:35]2[O:39][N:38]=[C:37]([CH3:40])[C:36]=2[CH3:41])COCCOC)(=[O:27])=[O:26])=[CH:10][CH:11]=[C:12]([C:14]2[O:15][CH:16]=[CH:17][N:18]=2)[CH:13]=1)([CH3:4])[CH3:3].[Si](Cl)(C)(C)C.[Na+].[I-].CCOC(C)=O>CC#N>[CH3:4][C:2]([NH:5][C:6](=[O:42])[CH2:7][C:8]1[C:9]([C:19]2[CH:24]=[CH:23][CH:22]=[CH:21][C:20]=2[S:25]([NH:28][C:35]2[O:39][N:38]=[C:37]([CH3:40])[C:36]=2[CH3:41])(=[O:27])=[O:26])=[CH:10][CH:11]=[C:12]([C:14]2[O:15][CH:16]=[CH:17][N:18]=2)[CH:13]=1)([CH3:1])[CH3:3] |f:2.3|. The reactants are CC(C)(C)NC(CC=1C(=CC=C(C1)C=1OC=CN1)C1=C(C=CC=C1)S(=O)(=O)N(COCCOC)C1=C(C(=NO1)C)C)=O (N-(1,1-Dimethylethyl)-2'-[[(3,4-dimethyl-5-isoxazolyl)[(2-methoxyethoxy)methyl]amino]sulfonyl]-4-(2-oxazolyl)[1,1'-biphenyl]-2-acetamide), [Si](C)(C)(C)Cl (Me3SiCl), [Si](C)(C)(C)Cl (Me3SiCl), [Na+].[I-] (NaI), [Na+].[I-] (NaI), CCOC(=O)C (EtOAc). Procedure details: To a solution of the title compound of Step (D) (45 mg, 0.075 mmol) in 3 ml of CH3CN, Me3SiCl (41 mg, 0.38 mmol) was added and followed by NaI (57 mg, 0.38 mmol). The mixture was stirred at room temperature for 1.5 hrs. Additional Me3SiCl (32 mg, 0.3 mmol) and NaI (46 mg, 0.3 mmol) were added in twice after stirred for 30 min and 1 hr. 3 ml H2 O and 30 ml EtOAc were added. The organic layer was washed with sat. Na2S2O3, brine, dried and concentrated. The residue was purified by preparative HPLC ... Reaction conditions: time 1.5 hour. Run in CC#N (CH3CN). Reactants: O=C([O-])[O-], CI, CCN(C(C)C)C(C)C, [Na+], [Na+], NC(=O)c1ccc(-c2noc(C3CNCCN3C(=O)COc3ccccc3)n2)cc1, CN(C)C=O. Product: CN1CCN(C(=O)COc2ccccc2)C(c2nc(-c3ccc(C(N)=O)cc3)no2)C1. Reaction SMILES: [C:40](=[O:41])([O-:42])[O-:43].[CH3:46][I:47].[CH:31]([N:32]([CH2:33][CH3:34])[CH:35]([CH3:36])[CH3:37])([CH3:38])[CH3:39].[Na+:44].[Na+:45].[O:1]([c:2]1[cH:3][cH:4][cH:5][cH:6][cH:7]1)[CH2:8][C:9](=[O:10])[N:11]1[CH:12]([c:17]2[n:18][c:19](-[c:22]3[cH:23][cH:24][c:25]([C:26](=[O:27])[NH2:28])[cH:29][cH:30]3)[n:20][o:21]2)[CH2:13][NH:14][CH2:15][CH2:16]1.[O:48]=[CH:49][N:50]([CH3:51])[CH3:52]>>[O:1]([c:2]1[cH:3][cH:4][cH:5][cH:6][cH:7]1)[CH2:8][C:9](=[O:10])[N:11]1[CH:12]([c:17]2[n:18][c:19](-[c:22]3[cH:23][cH:24][c:25]([C:26](=[O:27])[NH2:28])[cH:29][cH:30]3)[n:20][o:21]2)[CH2:13][N:14]([CH3:31])[CH2:15][CH2:16]1.